From a dataset of the Open Reaction Database (ORD), a public repository of structured organic reaction records. describe an organic reaction: reactants, conditions, products, and yield Reactants: COC=1C=C(C(=O)Cl)C=CC1OC (3,4-Dimethoxybenzoyl chloride), ClC1=C(N)C=C(C=C1)[N+](=O)[O-] (2-chloro-5-nitroaniline), O (water). The solvent is N1=CC=CC=C1 (pyridine). Conditions: temperature 100 celsius. Product: ClC1=C(C=C(C=C1)[N+](=O)[O-])NC(C1=CC(=C(C=C1)OC)OC)=O (N-(2-chloro-5-nitrophenyl)-3,4-dimethoxybenzamide). Isolated yield 35.8%. As a reaction SMILES: [CH3:1][O:2][C:3]1[CH:4]=[C:5]([CH:9]=[CH:10][C:11]=1[O:12][CH3:13])[C:6](Cl)=[O:7].[Cl:14][C:15]1[CH:21]=[CH:20][C:19]([N+:22]([O-:24])=[O:23])=[CH:18][C:16]=1[NH2:17].O>N1C=CC=CC=1>[Cl:14][C:15]1[CH:21]=[CH:20][C:19]([N+:22]([O-:24])=[O:23])=[CH:18][C:16]=1[NH:17][C:6](=[O:7])[C:5]1[CH:9]=[CH:10][C:11]([O:12][CH3:13])=[C:3]([O:2][CH3:1])[CH:4]=1. Reported procedure: 3,4-Dimethoxybenzoyl chloride (2 g) was added to a stirred suspension of 2-chloro-5-nitroaniline (1.72 g) in pyridine (10 ml) at 20° C. The reaction mixture was heated to 100° C. for 1 hour. After cooling to ambient temperature, the reaction mixture was poured into water (100 ml). The resulting precipitate was collected, washed with water and dried. The solid was triturated under methylene chloride (20 ml) to give N-(2-chloro-5-nitrophenyl)-3,4-dimethoxybenzamide (1.2 g), m.p. 231-232° C.; NMR S... Reactants: O=C([O-])[O-], ClCc1ccncc1, Cl, [I-], [K+], [K+], [Li+], Cc1cc(Oc2[nH]c(=O)[nH]c(=O)c2C(C)C)cc(C2OCCO2)c1, CN(C)C=O. Yields the product Cc1cc(Oc2c(C(C)C)c(=O)[nH]c(=O)n2Cc2ccncc2)cc(C2OCCO2)c1. RXN SMILES: [C:25](=[O:26])([O-:27])[O-:28].[Cl:32][CH2:33][c:34]1[cH:35][cH:36][n:37][cH:38][cH:39]1.[ClH:31].[I-:40].[K+:29].[K+:30].[Li+:41].[O:1]1[CH:2]([c:6]2[cH:7][c:8]([O:9][c:10]3[c:11]([CH:18]([CH3:19])[CH3:20])[c:12](=[O:17])[nH:13][c:14](=[O:16])[nH:15]3)[cH:21][c:22]([CH3:24])[cH:23]2)[O:3][CH2:4][CH2:5]1.[O:42]=[CH:43][N:44]([CH3:45])[CH3:46]>>[O:1]1[CH:2]([c:6]2[cH:7][c:8]([O:9][c:10]3[c:11]([CH:18]([CH3:19])[CH3:20])[c:12](=[O:17])[nH:13][c:14](=[O:16])[n:15]3[CH2:33][c:34]3[cH:35][cH:36][n:37][cH:38][cH:39]3)[cH:21][c:22]([CH3:24])[cH:23]2)[O:3][CH2:4][CH2:5]1. Reactants: NC=1C=2C=3C(C=CC3C(NN1)=O)=CN(N2)[C@H]2[C@](O)([C@H](O)[C@H](O2)CO)C (4-amino-2-(2-C-methyl-β-D-ribofuranosyl)-2,6-dihydro-7H-2,3,5,6-tetraazabenzo[cd]azulene-7-one), [Si](C)(C)(C(C)(C)C)Cl (tert-butyldimethylsilyl chloride), N1C=NC=C1 (imidazole). The solvent is CN(C)C=O (DMF). Reaction conditions: time 8 hour. The product is NC=1C=2C=3C(C=CC3C(NN1)=O)=CN(N2)[C@H]2[C@](O)([C@H](O)[C@H](O2)CO[Si](C)(C)C(C)(C)C)C (4-Amino-2-(5-O-tert-butyldimethylsilyl-2-C-methyl-β-D-ribofuranosyl)-2,6-dihydro-7H-2,3,5,6-tetraazabenzo[cd]azulene-7-one). Isolated yield 43.3%. RXN SMILES: [NH2:1][C:2]1[C:3]2[C:4]3[C:5](=[CH:13][N:14]([C@@H:16]4[O:22][C@H:21]([CH2:23][OH:24])[C@@H:19]([OH:20])[C@@:17]4([CH3:25])[OH:18])[N:15]=2)[CH:6]=[CH:7][C:8]=3[C:9](=[O:12])[NH:10][N:11]=1.[Si:26](Cl)([C:29]([CH3:32])([CH3:31])[CH3:30])([CH3:28])[CH3:27].N1C=CN=C1>CN(C=O)C>[NH2:1][C:2]1[C:3]2[C:4]3[C:5](=[CH:13][N:14]([C@@H:16]4[O:22][C@H:21]([CH2:23][O:24][Si:26]([C:29]([CH3:32])([CH3:31])[CH3:30])([CH3:28])[CH3:27])[C@@H:19]([OH:20])[C@@:17]4([CH3:25])[OH:18])[N:15]=2)[CH:6]=[CH:7][C:8]=3[C:9](=[O:12])[NH:10][N:11]=1. Procedure details: A mixture of 4-amino-2-(2-C-methyl-β-D-ribofuranosyl)-2,6-dihydro-7H-2,3,5,6-tetraazabenzo[cd]azulene-7-one (65 mg, 0.19 mmol) in DMF, tert-butyldimethylsilyl chloride (70 mg, 0.45 mmol) and imidazole (61 mg, 0.90 mmol) was stirred overnight at room temperature and then concentrated in vacuo. The oily residue was dissolved in CH2Cl2 (20 mL), washed with aq. HCl (0.1 N), sat.aq. NaHCO3, water, brine and dried (Na2SO4). The evaporated residue was purified on silica gel with hexanes/EtOAc (1/1)+0.5...